Dataset: the Open Reaction Database (ORD), a public repository of structured organic reaction records. Task: describe an organic reaction: reactants, conditions, products, and yield Yields the product CN(C1=C(C=CC(=C1)N(C)C)C1(OC(=O)C2=CC(=CC=C12)N(C)C)C1=CC=C(C=C1)OC)C (3-[2,4-bis(dimethylamino)phenyl]-3-(4-methoxyphenyl)-6-dimethylaminophthalide). Starting materials: [K] (potassium), CN(C1=C(C(C2=CC=C(C=C2)OC)C2=C(C(=O)O)C=C(C=C2)N(C)C)C=CC(=C1)N(C)C)C (2-[2,4-bis(dimethylamino)-4'-methoxybenzhydryl]-5-dimethylaminobenzoic acid). RXN SMILES: [K].[CH3:2][N:3]([CH3:34])[C:4]1[CH:30]=[C:29]([N:31]([CH3:33])[CH3:32])[CH:28]=[CH:27][C:5]=1[CH:6]([C:15]1[CH:23]=[CH:22][C:21]([N:24]([CH3:26])[CH3:25])=[CH:20][C:16]=1[C:17]([OH:19])=[O:18])[C:7]1[CH:12]=[CH:11][C:10]([O:13][CH3:14])=[CH:9][CH:8]=1>>[CH3:34][N:3]([CH3:2])[C:4]1[CH:30]=[C:29]([N:31]([CH3:32])[CH3:33])[CH:28]=[CH:27][C:5]=1[C:6]1([C:7]2[CH:8]=[CH:9][C:10]([O:13][CH3:14])=[CH:11][CH:12]=2)[C:15]2[C:16](=[CH:20][C:21]([N:24]([CH3:25])[CH3:26])=[CH:22][CH:23]=2)[C:17](=[O:19])[O:18]1 |^1:0|. Procedure details: Proceeding in a manner similar to that described in Example 1, part C above, for oxidizing the potassium salt of 2-[2,4-bis(dimethylamino)-4'-methoxybenzhydryl]-5-dimethylaminobenzoic acid, there was obtained 10.4 g of 3-[2,4-bis(dimethylamino)phenyl]-3-(4-methoxyphenyl)-6-dimethylaminophthalide (Formula I: R=CH3 ; X=H; Y=4-CH3OC6H4 ; Z=2,4-[(CH3)2N]C6H3), an orange-tan-colored solid which melted at 90°-94° C. Starting materials: 2p, C(C)(C)(C)OC(N[C@H]1C[C@H]([C@H](CC1)NC(CNC(C1=C(C=CC(=C1)C(F)(F)F)NC(=O)N1CCOCC1)=O)=O)CCC)=O ((1R,3R,4S)-[4-(2-{2-[(morpholine-4-carbonyl)-amino]-5-trifluoromethyl-benzoylamino}-acetylamino)-3-propyl-cyclohexyl]-carbamic acid tert-butyl ester), ClCCl (dichloromethane). Solvent: C(=O)(C(F)(F)F)O (TFA). Run at time 30 minute. Yields the product N[C@H]1C[C@H]([C@H](CC1)NC(=O)CNC(=O)C1=C(C=CC(=C1)C(F)(F)F)NC(=O)N1CCOCC1)CCC (morpholine-4-carboxylic acid (2-{[(1S,2R,4R)-(4-amino-2-propyl-cyclohexylcarbamoyl)-methyl]-carbamoyl}-4-trifluoromethyl-phenyl)-amide), base. As a reaction SMILES: C(OC(=O)[NH:7][C@@H:8]1[CH2:13][CH2:12][C@H:11]([NH:14][C:15](=[O:39])[CH2:16][NH:17][C:18](=[O:38])[C:19]2[CH:24]=[C:23]([C:25]([F:28])([F:27])[F:26])[CH:22]=[CH:21][C:20]=2[NH:29][C:30]([N:32]2[CH2:37][CH2:36][O:35][CH2:34][CH2:33]2)=[O:31])[C@H:10]([CH2:40][CH2:41][CH3:42])[CH2:9]1)(C)(C)C.ClCCl>C(O)(C(F)(F)F)=O>[NH2:7][C@@H:8]1[CH2:13][CH2:12][C@H:11]([NH:14][C:15]([CH2:16][NH:17][C:18]([C:19]2[CH:24]=[C:23]([C:25]([F:28])([F:27])[F:26])[CH:22]=[CH:21][C:20]=2[NH:29][C:30]([N:32]2[CH2:37][CH2:36][O:35][CH2:34][CH2:33]2)=[O:31])=[O:38])=[O:39])[C@H:10]([CH2:40][CH2:41][CH3:42])[CH2:9]1. Reported procedure: Examples 2o and 2p, Step 4: A sample of (1R,3R,4S)-[4-(2-{2-[(morpholine-4-carbonyl)-amino]-5-trifluoromethyl-benzoylamino}-acetylamino)-3-propyl-cyclohexyl]-carbamic acid tert-butyl ester (200 mg) was dissolved in 1:2 TFA:dichloromethane and stirred for 30 min at RT before being concentrated in vacuo. The residue was redissolved in 1:2 TFA:dichloromethane and stirred for 30 min at RT before being concentrated in vacuo. The residue was dissolved in 1 N HCl and washed with Et2O; the aqueous phase...